Dataset: the Open Reaction Database (ORD), a public repository of structured organic reaction records. Task: describe an organic reaction: reactants, conditions, products, and yield The reactants are CO, C[S-], COc1ccc2oc(C(=O)CCCCCl)c(C)c2c1, [Na+], C1CCOC1, O. Yields the product COc1ccc2oc(C(=O)CCCCSC)c(C)c2c1. RXN SMILES: [CH3:20][OH:21].[CH3:27][S-:28].[Cl:1][CH2:2][CH2:3][CH2:4][CH2:5][C:6](=[O:7])[c:8]1[o:9][c:10]2[c:11]([c:12]1[CH3:13])[cH:14][c:15]([O:18][CH3:19])[cH:16][cH:17]2.[Na+:29].[O:22]1[CH2:23][CH2:24][CH2:25][CH2:26]1.[OH2:30]>>[CH2:2]([CH2:3][CH2:4][CH2:5][C:6](=[O:7])[c:8]1[o:9][c:10]2[c:11]([c:12]1[CH3:13])[cH:14][c:15]([O:18][CH3:19])[cH:16][cH:17]2)[S:28][CH3:27]. The reactants are CC(=O)OC1(C)C(COC(=O)c2ccccc2)OC(n2cnc3c(Cl)ncnc32)C1(C)F, CCO, NC1CCCC1, O. The product is CC(=O)OC1(C)C(COC(=O)c2ccccc2)OC(n2cnc3c(NC4CCCC4)ncnc32)C1(C)F. As a reaction SMILES: [C:1]([c:2]1[cH:3][cH:4][cH:5][cH:6][cH:7]1)(=[O:8])[O:9][CH2:10][CH:11]1[O:12][CH:13]([n:23]2[c:24]3[n:25][cH:26][n:27][c:28]([Cl:32])[c:29]3[n:30][cH:31]2)[C:14]([CH3:21])([F:22])[C:15]1([CH3:16])[O:17][C:18]([CH3:19])=[O:20].[CH3:40][CH2:41][OH:42].[CH:33]1([NH2:38])[CH2:34][CH2:35][CH2:36][CH2:37]1.[OH2:39]>>[C:1]([c:2]1[cH:3][cH:4][cH:5][cH:6][cH:7]1)(=[O:8])[O:9][CH2:10][CH:11]1[O:12][CH:13]([n:23]2[c:24]3[n:25][cH:26][n:27][c:28]([NH:38][CH:33]4[CH2:34][CH2:35][CH2:36][CH2:37]4)[c:29]3[n:30][cH:31]2)[C:14]([CH3:21])([F:22])[C:15]1([CH3:16])[O:17][C:18]([CH3:19])=[O:20]. The reactants are OC=1C(=C2C(C(C3(CCC3)OC2=C(C1C)C)C)=O)C (6-hydroxy-3,5,7,8-tetramethylspiro[chromene-2,1′-cyclobutan]-4(3H)-one), ClC=C1C(C2=C(C(=C(C(=C2OC12CCC2)C)C)O)C)=O (3-(chloromethylene)-6-hydroxy-5,7,8-trimethylspiro[chromene-2,1′-cyclobutan]-4(3H)-one), [BH4-].[Na+] (NaBH4). The solvent is CO (MeOH). Run at time 1 hour. Yields the product CC1C(C2=C(C(=C(C(=C2OC12CCC2)C)C)O)C)O (3,5,7,8-tetramethyl-3,4-dihydrospiro[chromene-2,1′-cyclobutane]-4,6-diol). RXN SMILES: [OH:1][C:2]1[C:3]([CH3:19])=[C:4]2[C:12](=[C:13]([CH3:16])[C:14]=1[CH3:15])[O:11][C:7]1([CH2:10][CH2:9][CH2:8]1)[CH:6]([CH3:17])[C:5]2=[O:18].ClC=C1C2(CCC2)OC2C(=C(C)C(O)=C(C)C=2C)C1=O.[BH4-].[Na+]>CO>[CH3:17][CH:6]1[C:7]2([CH2:10][CH2:9][CH2:8]2)[O:11][C:12]2[C:4](=[C:3]([CH3:19])[C:2]([OH:1])=[C:14]([CH3:15])[C:13]=2[CH3:16])[CH:5]1[OH:18] |f:2.3|. Procedure: To a solution of 6-hydroxy-3,5,7,8-tetramethylspiro[chromene-2,1′-cyclobutan]-4(3H)-one, prepared by reduction of 3-(chloromethylene)-6-hydroxy-5,7,8-trimethylspiro[chromene-2,1′-cyclobutan]-4(3H)-one (see Example 19) (168 mg) in 10 mL of MeOH was added NaBH4 (250 mg). The reaction mixture was allowed to stir at room temperature for 1 hour to give 3,5,7,8-tetramethyl-3,4-dihydrospiro[chromene-2,1′-cyclobutane]-4,6-diol. Subsequently 20 mL of MeOH was added to the reaction mixture, followed by 2 ... Starting materials: CCO, O=[N+]([O-])c1cc(I)c(I)cc1[N+](=O)[O-], N. RXN SMILES: [CH3:16][CH2:17][OH:18].[N+:1]([O-:2])(=[O:3])[c:4]1[c:5]([N+:12](=[O:13])[O-:14])[cH:6][c:7]([I:11])[c:8]([I:10])[cH:9]1.[NH3:15]>>[NH2:1][c:4]1[c:5]([N+:12](=[O:13])[O-:14])[cH:6][c:7]([I:11])[c:8]([I:10])[cH:9]1. Yields the product Nc1cc(I)c(I)cc1[N+](=O)[O-].